Dataset: the Open Reaction Database (ORD), a public repository of structured organic reaction records. Task: describe an organic reaction: reactants, conditions, products, and yield Yields the product Cl, Brc1ccccc1OC1CCNC1. RXN SMILES: [Br:31][c:32]1[cH:33][cH:34][cH:35][cH:36][c:37]1[OH:38].[ClH:1].[F:2][C:3]([c:4]1[c:5]([O:6][CH:7]2[CH2:8][NH:9][CH2:10][CH2:11]2)[cH:12][cH:13][cH:14][cH:15]1)([F:16])[F:17].[OH:18][CH:19]1[CH2:20][CH2:21][N:22]([C:23]([O:24][C:25]([CH3:26])([CH3:27])[CH3:28])=[O:29])[CH2:30]1>>[ClH:1].[c:4]1([Br:31])[c:5]([O:6][CH:7]2[CH2:8][NH:9][CH2:10][CH2:11]2)[cH:12][cH:13][cH:14][cH:15]1. Starting materials: Oc1ccccc1Br, Cl, FC(F)(F)c1ccccc1OC1CCNC1, CC(C)(C)OC(=O)N1CCC(O)C1.